Dataset: the Open Reaction Database (ORD), a public repository of structured organic reaction records. Task: describe an organic reaction: reactants, conditions, products, and yield Reactants: O=C([O-])O, CN(C)C=O, ClCc1csc(-c2ccc(Cl)cc2)n1, N#Cc1c(N)nc(S)c(C#N)c1-c1cc[nH]n1, [Na+], O. Product: N#Cc1c(N)nc(SCc2csc(-c3ccc(Cl)cc3)n2)c(C#N)c1-c1cc[nH]n1. RXN SMILES: [C:32](=[O:33])([OH:34])[O-:35].[CH3:38][N:39]([CH3:40])[CH:41]=[O:42].[Cl:18][CH2:19][c:20]1[n:21][c:22](-[c:25]2[cH:26][cH:27][c:28]([Cl:31])[cH:29][cH:30]2)[s:23][cH:24]1.[NH2:1][c:2]1[n:3][c:4]([SH:17])[c:5]([C:15]#[N:16])[c:6](-[c:10]2[n:11][nH:12][cH:13][cH:14]2)[c:7]1[C:8]#[N:9].[Na+:36].[OH2:37]>>[NH2:1][c:2]1[n:3][c:4]([S:17][CH2:19][c:20]2[n:21][c:22](-[c:25]3[cH:26][cH:27][c:28]([Cl:31])[cH:29][cH:30]3)[s:23][cH:24]2)[c:5]([C:15]#[N:16])[c:6](-[c:10]2[n:11][nH:12][cH:13][cH:14]2)[c:7]1[C:8]#[N:9]. Starting materials: S(O)(O)(=O)=O (sulfuric acid), COC=1C=CC(=CC1)C=O (anisaldehyde), S(O)(O)(=O)=O (sulfuric acid). Product: COC1=CC=C(C=C1)C (p-methoxytoluene). Yield: 54.1%. RXN SMILES: S(=O)(=O)(O)O.[CH3:6][O:7][C:8]1[CH:9]=[CH:10][C:11]([CH:14]=O)=[CH:12][CH:13]=1>>[CH3:6][O:7][C:8]1[CH:9]=[CH:10][C:11]([CH3:14])=[CH:12][CH:13]=1. Reported procedure: When the above experiment was repeated using 17.5 grams of sulfuric acid in the electrolyte, there was observed a current yield of 44.0% with a 51.8% selectivity to anisaldehyde. In addition, the current efficiency was 84.9%. Again, when the experiment was repeated using 32 grams of sulfuric acid, the oxidation of p-methoxytoluene resulted in a current yield of 54.1%, a 54.1% selectivity to the aldehyde and a 100% current efficiency.